Dataset: the Open Reaction Database (ORD), a public repository of structured organic reaction records. Task: describe an organic reaction: reactants, conditions, products, and yield The reactants are CN1CC=2N(C3=C(C1=O)C=CC=C3)C=NC2C=NO (5,6-dihydro-5-methyl-6-oxo-4H-imidazo[1,5-a][1,4]benzodiazepine-3-carboxaldehyde-3-oxime). Solvent: C(C)(=O)OC(C)=O (acetic acid anhydride). Yields the product CN1CC=2N(C3=C(C1=O)C=CC=C3)C=NC2C#N (5,6-dihydro-5-methyl-6-oxo-4H-imidazo[1,5-a][1,4]benzodiazepine-3-carbonitrile). RXN SMILES: [CH3:1][N:2]1[C:8](=[O:9])[C:7]2[CH:10]=[CH:11][CH:12]=[CH:13][C:6]=2[N:5]2[CH:14]=[N:15][C:16]([CH:17]=[N:18]O)=[C:4]2[CH2:3]1>C(OC(=O)C)(=O)C>[CH3:1][N:2]1[C:8](=[O:9])[C:7]2[CH:10]=[CH:11][CH:12]=[CH:13][C:6]=2[N:5]2[CH:14]=[N:15][C:16]([C:17]#[N:18])=[C:4]2[CH2:3]1. Reported procedure: A solution of 4.8 g (18.7 mmol) of 5,6-dihydro-5-methyl-6-oxo-4H-imidazo[1,5-a][1,4]benzodiazepine-3-carboxaldehyde-3-oxime in 50 ml of acetic acid anhydride is heated to boiling under reflux for 28 hours. After evaporation of the mixture in vacuo, the residue is taken up in 150 ml of chloroform and washed twice with 30 ml of saturated sodium hydrogen carbonate solution each time and with 30 ml of water. The organic phase is dried over magnesium sulphate and evaporated. After column chromatograp...